Dataset: the Open Reaction Database (ORD), a public repository of structured organic reaction records. Task: describe an organic reaction: reactants, conditions, products, and yield Reactants: C1(CC1)C=1C=C(C(N2C=CC(=C(C12)C)C1=C(C=C(C(=C1)C)N)Cl)=O)C(=O)OCC (ethyl 1-cyclopropyl-8-(4-amino-2-chloro-5-methyl-phenyl)-9-methyl-4-oxo-4H-quinolizine-3-carboxylate), [Li+].[OH-] (LiOH), Cl (HCl), C(C)(=O)OCC (ethyl acetate). Run in C1CCOC1 (THF), O (water). Run at temperature 60 celsius. Yields the product C1(CC1)C=1C=C(C(N2C=CC(=C(C12)C)C1=C(C=C(C(=C1)C)N)Cl)=O)C(=O)O (1-cyclopropyl-8-(4-amino-2-chloro-5-methyl-phenyl)-9-methyl-4-oxo-4H-quinolizine-3-carboxylic acid), EXAMPLE 30. Yield: 78.0%. Reaction SMILES: [CH:1]1([C:4]2[CH:5]=[C:6]([C:25]([O:27]CC)=[O:26])[C:7](=[O:24])[N:8]3[C:13]=2[C:12]([CH3:14])=[C:11]([C:15]2[CH:20]=[C:19]([CH3:21])[C:18]([NH2:22])=[CH:17][C:16]=2[Cl:23])[CH:10]=[CH:9]3)[CH2:3][CH2:2]1.[Li+].[OH-].Cl.C(OCC)(=O)C>C1COCC1.O>[CH:1]1([C:4]2[CH:5]=[C:6]([C:25]([OH:27])=[O:26])[C:7](=[O:24])[N:8]3[C:13]=2[C:12]([CH3:14])=[C:11]([C:15]2[CH:20]=[C:19]([CH3:21])[C:18]([NH2:22])=[CH:17][C:16]=2[Cl:23])[CH:10]=[CH:9]3)[CH2:3][CH2:2]1 |f:1.2|. Reported procedure: A solution of ethyl 1-cyclopropyl-8-(4-amino-2-chloro-5-methyl-phenyl)-9-methyl-4-oxo-4H-quinolizine-3-carboxylate (70 mg, 0.171 mmol) in THF (6 mL) and water (2 mL) was treated with LiOH (29 mg, 0.690 mmol). The reaction was heated to 60° C. overnight and acidified with 1N HCl to pH 4. The precipitate was dissolved with ethyl acetate (50 mL) and washed with brine (2×20 mL). The organic phase was separated, dried, and concentrated. The precipitate was filtered to afford the title compound EXAMPL... Starting materials: O(C1=CC=CC=C1)CC(C)=O (Phenoxy-2-propanone), BrN1C(CCC1=O)=O (N-bromosuccinimide), N(=NC(C#N)(C)C)C(C#N)(C)C (2,2'-azobis(2-methylpropionitrile)). The solvent is ClC(Cl)(Cl)Cl (tetrachloromethane). The product is BrC(C(C)=O)OC1=CC=CC=C1 ((1-bromo-2-oxopropyl) oxybenzene). RXN SMILES: [O:1]([CH2:8][C:9](=[O:11])[CH3:10])[C:2]1[CH:7]=[CH:6][CH:5]=[CH:4][CH:3]=1.[Br:12]N1C(=O)CCC1=O.N(C(C)(C)C#N)=NC(C)(C)C#N>ClC(Cl)(Cl)Cl>[Br:12][CH:8]([O:1][C:2]1[CH:7]=[CH:6][CH:5]=[CH:4][CH:3]=1)[C:9](=[O:11])[CH3:10]. Reported procedure: Phenoxy-2-propanone (0.10 mol), N-bromosuccinimide (0.10 mol) and a catalytic amount of 2,2'-azobis(2-methylpropionitrile) were stirred together in tetrachloromethane (100 ml) at 80° C. for 61/2 hours. The solvent was distilled off and the residue distilled under vacuum to give (1-bromo-2-oxopropyl) oxybenzene. Yield: 10.4 g (45 %), b.p. 66°-68° C./0.01 mm Hg. 1H NMR (CDCl3, δ): 2.50 (s, CH3) 6.40 (s, --CHBr--), 6.9-7.5 (5H, Ph). Reactants: S1CC(C(CC1)=O)C(=O)O (tetrahydrothiopyran-4-one-3-carboxylic acid), allyl ester, [H-].[Na+] (sodium hydride), ICCC (1-iodopropane). Solvent: CN(C=O)C (dimethylformamide), O (water). Run at time 8 hour. Yields the product C(CC)C1(CSCCC1=O)C(=O)O (3-propyl-tetrahydrothiopyran-4-one-3-carboxylic acid). Reaction SMILES: [S:1]1[CH2:6][CH2:5][C:4](=[O:7])[CH:3]([C:8]([OH:10])=[O:9])[CH2:2]1.[H-].[Na+].I[CH2:14][CH2:15][CH3:16]>CN(C)C=O.O>[CH2:14]([C:3]1([C:8]([OH:10])=[O:9])[C:4](=[O:7])[CH2:5][CH2:6][S:1][CH2:2]1)[CH2:15][CH3:16] |f:1.2|. Procedure details: A solution of tetrahydrothiopyran-4-one-3-carboxylic acid, allyl ester (1.0 g, 5 mmol) in 1 mL of dimethylformamide was added to a stirred mixture of sodium hydride (60% in oil, 0.2.2 g, 5.5 mmol) and 1-iodopropane (0.934 g, 5.5 mmol) in 2.5 mL of dimethylformarnmide at 0° C. The reaction mixture was warmed to room temperature and stirred overnight. The reaction mixture was diluted with water and extracted with ether. The etheral layer was washed with saturated sodium chloride solution and dried... Reactants: C(Br)(Br)(Br)Br (carbon tetrabromide), C(C)(C)N(C(C)C)CC (N,N-diisopropylethylamine), Example 12 ( 12a ), Cl.N1CC(C1)C(=O)OC (methyl 3-azetidinecarboxylate hydrochloride), Example 1 ( 1f ), CC=1C=C(SC1C1=NOC(=N1)C1=CC=C(C=C1)OC1=CC=CC=C1)CO ({4-methyl-5-[5-(4-phenoxyphenyl)-1,2,4-oxadiazol-3-yl]-2-thienyl}methanol), C1(=CC=CC=C1)P(C1=CC=CC=C1)C1=CC=CC=C1 (triphenylphosphine). Product: crude product, CC=1C=C(SC1C1=NOC(=N1)C1=CC=C(C=C1)OC1=CC=CC=C1)CN1CC(C1)C(=O)OC (Methyl 1-({4-methyl-5-[5-(4-phenoxyphenyl)-1,2,4-oxadiazol-3-yl]-2-thienyl}methyl)azetidine-3-carboxylate). RXN SMILES: [CH3:1][C:2]1[CH:3]=[C:4]([CH2:25]O)[S:5][C:6]=1[C:7]1[N:11]=[C:10]([C:12]2[CH:17]=[CH:16][C:15]([O:18][C:19]3[CH:24]=[CH:23][CH:22]=[CH:21][CH:20]=3)=[CH:14][CH:13]=2)[O:9][N:8]=1.C(Br)(Br)(Br)Br.C1(P(C2C=CC=CC=2)C2C=CC=CC=2)C=CC=CC=1.Cl.[NH:52]1[CH2:55][CH:54]([C:56]([O:58][CH3:59])=[O:57])[CH2:53]1.C(N(CC)C(C)C)(C)C>>[CH3:1][C:2]1[CH:3]=[C:4]([CH2:25][N:52]2[CH2:55][CH:54]([C:56]([O:58][CH3:59])=[O:57])[CH2:53]2)[S:5][C:6]=1[C:7]1[N:11]=[C:10]([C:12]2[CH:13]=[CH:14][C:15]([O:18][C:19]3[CH:20]=[CH:21][CH:22]=[CH:23][CH:24]=3)=[CH:16][CH:17]=2)[O:9][N:8]=1 |f:3.4|. Procedure details: The crude product of the title compound was synthesized by conducting the reaction similar to that mentioned in Example 1 (1f) using {4-methyl-5-[5-(4-phenoxyphenyl)-1,2,4-oxadiazol-3-yl]-2-thienyl}methanol (0.19 g, 0.51 mmol) that was obtained in Example 12 (12a), carbon tetrabromide (0.22 g, 0.66 mmol), triphenylphosphine (0.17 g, 0.66 mmol), methyl 3-azetidinecarboxylate hydrochloride (0.12 g, 0.77 mmol), and N,N-diisopropylethylamine (0.27 mL, 1.5 mmol). Subsequently, the crude product of th... The reactants are O.NC1=NC(=NC(=C1)O)S (4-Amino-6-hydroxy-2-mercaptopyrimidine hydrate), [OH-].[Na+] (sodium hydroxide), O.Cl.ClCC=1N=C(SC1)C (4-Chloromethyl-2-methylthiazole hydrochloride monohydrate). The solvent is CN(C)C=O (DMF). Conditions: time 18 hour. Product: NC1=CC(NC(=N1)SCC=1N=C(SC1)C)=O (6-Amino-2-[[(2-methyl-4-thiazolyl)methyl]thio]-4(3H)-pyrimidinone). The yield is 96.5%. RXN SMILES: O.[NH2:2][C:3]1[CH:8]=[C:7]([OH:9])[N:6]=[C:5]([SH:10])[N:4]=1.[OH-].[Na+].O.Cl.Cl[CH2:16][C:17]1[N:18]=[C:19]([CH3:22])[S:20][CH:21]=1>CN(C=O)C>[NH2:2][C:3]1[N:4]=[C:5]([S:10][CH2:16][C:17]2[N:18]=[C:19]([CH3:22])[S:20][CH:21]=2)[NH:6][C:7](=[O:9])[CH:8]=1 |f:0.1,2.3,4.5.6|. Reported procedure: 4-Amino-6-hydroxy-2-mercaptopyrimidine hydrate (16.1 g) and powdered sodium hydroxide (8.0 g) was stirred in dry DMF (100 ml) for 20 mins. 4-Chloromethyl-2-methylthiazole hydrochloride monohydrate (20 g) was added portionwise and the resulting suspension stirred 18 hrs. The mixture was poured onto water and the solid collected, washed with water and dried to afford the sub-title compound (24.3 g) Reactants: Cl (HCl), [H-].[Na+] (NaH), IC (iodomethane), OC1=CC2=C(COB2O)C=C1 (6-Hydroxyl-1,3-dihydro-1-hydroxy-2,1-benzoxaborole). The solvent is CN(C)C=O (DMF). Run at temperature 0 celsius, time 2 hour. The product is COC1=CC2=C(COB2O)C=C1 (6-Methoxy-1,3-dihydro-1-hydroxy-2,1-benzoxaborole). The yield is 49.9%. As a reaction SMILES: [OH:1][C:2]1[CH:11]=[CH:10][C:5]2[CH2:6][O:7][B:8]([OH:9])[C:4]=2[CH:3]=1.[H-].[Na+].I[CH3:15].Cl>CN(C=O)C>[CH3:15][O:1][C:2]1[CH:11]=[CH:10][C:5]2[CH2:6][O:7][B:8]([OH:9])[C:4]=2[CH:3]=1 |f:1.2|. Procedure: H181 (150 mg, 1.0 mmol) was dissolved in DMF (8.0 mL) and cooled to 0° C. with ice bath. To this solution under nitrogen were added in sequence NaH (60% in mineral oil, 120 mg, 3.0 mmol) and iodomethane (0.1 mL, 2.0 mmol). The reaction mixture was stirred for 2 h then treated with 1.0 M HCl (10.0 mL). After extraction with ethyl acetate, the organic phase was washed with water and brine, and dried over anhydrous Na2SO4. The residue after rotary evaporation was purified by column chromatography o... Starting materials: CCCc1ccc2c(Nc3cc(C)ccc3Sc3ccc(O)cc3)ccnc2n1, CC, CN(C)c1ccncc1, CCN(C(C)C)C(C)C, CC(Cl)Cl, O=S(=O)(Cl)Cl. Product: CCCc1ccc2c(Nc3cc(C)ccc3Sc3ccc(OS(=O)(=O)CC)cc3)ccnc2n1. RXN SMILES: [CH3:1][c:2]1[cH:3][c:4]([NH:16][c:17]2[cH:18][cH:19][n:20][c:21]3[n:22][c:23]([CH2:27][CH2:28][CH3:29])[cH:24][cH:25][c:26]23)[c:5]([S:8][c:9]2[cH:10][cH:11][c:12]([OH:15])[cH:13][cH:14]2)[cH:6][cH:7]1.[CH3:35][CH3:36].[CH3:46][N:47]([c:48]1[cH:49][cH:50][n:51][cH:52][cH:53]1)[CH3:54].[CH:37]([CH3:38])([N:39]([CH2:40][CH3:41])[CH:42]([CH3:43])[CH3:44])[CH3:45].[Cl:55][CH:56]([Cl:57])[CH3:58].[S:30](=[O:31])(=[O:32])([Cl:33])[Cl:34]>>[CH3:1][c:2]1[cH:3][c:4]([NH:16][c:17]2[cH:18][cH:19][n:20][c:21]3[n:22][c:23]([CH2:27][CH2:28][CH3:29])[cH:24][cH:25][c:26]23)[c:5]([S:8][c:9]2[cH:10][cH:11][c:12]([O:15][S:30](=[O:31])(=[O:32])[CH2:37][CH3:38])[cH:13][cH:14]2)[cH:6][cH:7]1. Reactants: ClC1=C(C=CC=C1)C=1C2=C(NC(CN1)=O)SC(=C2)CCC2=CC=C(C=C2)C (5-(2-chlorophenyl)-7-[2-(4-methylphenyl)ethyl]-1,3-dihydro-2H-thieno[2,3-e]-1,4-diazepin-2-one), COC=1C=CC(=CC1)P2(=S)SP(=S)(S2)C=3C=CC(=CC3)OC (Lawesson reagent). Run in C1(=CC=CC=C1)C (toluene). Product: ClC1=C(C=CC=C1)C=1C2=C(NC(CN1)=S)SC(=C2)CCC2=CC=C(C=C2)C (5-(2-chlorophenyl)-7-[2-(4-methylphenyl)ethyl]-1,3-dihydro-2H-thieno[2,3-e]-1,4-diazepine-2-thione). The yield is 157.5%. As a reaction SMILES: [Cl:1][C:2]1[CH:7]=[CH:6][CH:5]=[CH:4][C:3]=1[C:8]1[C:9]2[CH:18]=[C:17]([CH2:19][CH2:20][C:21]3[CH:26]=[CH:25][C:24]([CH3:27])=[CH:23][CH:22]=3)[S:16][C:10]=2[NH:11][C:12](=O)[CH2:13][N:14]=1.COC1C=CC(P2(SP(C3C=CC(OC)=CC=3)(=S)S2)=[S:37])=CC=1>C1(C)C=CC=CC=1>[Cl:1][C:2]1[CH:7]=[CH:6][CH:5]=[CH:4][C:3]=1[C:8]1[C:9]2[CH:18]=[C:17]([CH2:19][CH2:20][C:21]3[CH:26]=[CH:25][C:24]([CH3:27])=[CH:23][CH:22]=3)[S:16][C:10]=2[NH:11][C:12](=[S:37])[CH2:13][N:14]=1. Procedure details: A suspension of 3.9 g of 5-(2-chlorophenyl)-7-[2-(4-methylphenyl)ethyl]-1,3-dihydro-2H-thieno[2,3-e]-1,4-diazepin-2-one, melting at 195°-197° C. and 2.5 g of Lawesson reagent in 50 ml of toluene is stirred at 40°-43° C. for an hour. The resultant solution is concentrated under reduced pressure, and the residue is subjected to chromatography on silica gel and then eluted with chloroform-methanol (100:1 to 100:2). The objective fraction is concentrated under reduced pressure to give 4 g of 5-(2-ch...